This data is from the Open Reaction Database (ORD), a public repository of structured organic reaction records. The task is: describe an organic reaction: reactants, conditions, products, and yield The reactants are COC(=S)C1=NC(=CC=C1C(=O)OC)CC1=CC=CC=C1 (6-benzylthiopyridine-2,3-dicarboxylic acid dimethyl ester), [OH-].[Na+] (sodium hydroxide), Cl (hydrochloric acid). Run in CCOCC (ether), O (water). Conditions: temperature 40 celsius, time 4 hour. The product is C(C1=CC=CC=C1)C1=CC=C(C(=N1)C(=S)O)C(=O)O (6-benzylthiopyridine-2,3-dicarboxylic acid). RXN SMILES: [OH-].[Na+].C[O:4][C:5]([C:7]1[C:12]([C:13]([O:15]C)=[O:14])=[CH:11][CH:10]=[C:9]([CH2:17][C:18]2[CH:23]=[CH:22][CH:21]=[CH:20][CH:19]=2)[N:8]=1)=[S:6].Cl>O.CCOCC>[CH2:17]([C:9]1[N:8]=[C:7]([C:5]([OH:4])=[S:6])[C:12]([C:13]([OH:15])=[O:14])=[CH:11][CH:10]=1)[C:18]1[CH:19]=[CH:20][CH:21]=[CH:22][CH:23]=1 |f:0.1|. Procedure details: 15.0 g (0.375 mol) sodium hydroxide are dissolved in 40 ml water and added to a stirred mixture of 7.3 g (0.023 mol) 6-benzylthiopyridine-2,3-dicarboxylic acid dimethyl ester in 40 ml ether. It is stirred for 4 hours at 40° C., the aqueous phase is acidified with concentrated hydrochloric acid, and the product is extracted with ethyl acetate, the solvent then being dried across magnesium sulfate and compressed. The product crystallizes from the residue.